Dataset: the Open Reaction Database (ORD), a public repository of structured organic reaction records. Task: describe an organic reaction: reactants, conditions, products, and yield Reactants: CO, CCOC(=O)CC1CCCCc2nc(C(C)(C)C)n(Cc3ccc(Cl)cc3)c21, [Na+], [OH-]. Yields the product CC(C)(C)c1nc2c(n1Cc1ccc(Cl)cc1)C(CC(=O)O)CCCC2. As a reaction SMILES: [CH3:31][OH:32].[Cl:1][c:2]1[cH:3][cH:4][c:5]([CH2:8][n:9]2[c:10]([C:25]([CH3:26])([CH3:27])[CH3:28])[n:11][c:12]3[c:13]2[CH:14]([CH2:19][C:20](=[O:21])[O:22][CH2:23][CH3:24])[CH2:15][CH2:16][CH2:17][CH2:18]3)[cH:6][cH:7]1.[Na+:30].[OH-:29]>>[Cl:1][c:2]1[cH:3][cH:4][c:5]([CH2:8][n:9]2[c:10]([C:25]([CH3:26])([CH3:27])[CH3:28])[n:11][c:12]3[c:13]2[CH:14]([CH2:19][C:20](=[O:21])[OH:22])[CH2:15][CH2:16][CH2:17][CH2:18]3)[cH:6][cH:7]1.